From a dataset of the Open Reaction Database (ORD), a public repository of structured organic reaction records. describe an organic reaction: reactants, conditions, products, and yield The reactants are CC=1NN(C(C1)=O)C1=CC=CC=C1 (3-Methyl-1-phenylpyrazol-5-one), [OH-].[Ca+2].[OH-] (calcium hydroxide), C(C)(C)(C)CC(=O)Cl (tert-butylacetyl chloride). The solvent is Cl (HCl). Run at time 8 hour. Product: C(C)(C)(C)C1=C(NN(C1=O)C1=CC=CC=C1)C (4-tert-Butyl-3-methyl-1-phenylpyrazol-5-one). Reaction SMILES: [CH3:1][C:2]1[NH:3][N:4]([C:8]2[CH:13]=[CH:12][CH:11]=[CH:10][CH:9]=2)[C:5](=[O:7])[CH:6]=1.[OH-].[Ca+2].[OH-].[C:17](CC(Cl)=O)([CH3:20])([CH3:19])[CH3:18]>Cl>[C:17]([C:6]1[C:5](=[O:7])[N:4]([C:8]2[CH:13]=[CH:12][CH:11]=[CH:10][CH:9]=2)[NH:3][C:2]=1[CH3:1])([CH3:20])([CH3:19])[CH3:18] |f:1.2.3|. Procedure: 3-Methyl-1-phenylpyrazol-5-one (5 g; 0.029 mole) was placed in a flask equipped with a stirrer and reflux condenser. Dry and distilled dioxane (40 ml) was added by warming and to the clear solution calcium hydroxide (6.4 g; 0.086 mole) was added followed by drop wise addition of tert-butylacetyl chloride (4.8 ml; 0.034 mole). The mixture was heated to reflux for 4 hours and then poured into 2M HCl (200 ml) to decompose the calcium complex. A light brown precipitate formed immediately, which was ...